Task: describe an organic reaction: reactants, conditions, products, and yield. Dataset: the Open Reaction Database (ORD), a public repository of structured organic reaction records The reactants are [N+](=O)([O-])[O-].[K+] (Potassium nitrate), ice, CC1=C2C(C(=O)OC(N2)=O)=CC=C1 (3-methyl isatoic anhydride), S(O)(O)(=O)=O (sulfuric acid), ice. Conditions: temperature 25 celsius, time 1.5 hour. Product: CC1=C2C(C(=O)OC(N2)=O)=CC(=C1)[N+](=O)[O-] (3-methyl-5-nitro Isatoic Anhydride). RXN SMILES: [N+:1]([O-:4])([O-])=[O:2].[K+].[CH3:6][C:7]1[CH:18]=[CH:17][CH:16]=[C:9]2[C:10]([O:12][C:13](=[O:15])[NH:14][C:8]=12)=[O:11].S(=O)(=O)(O)O>>[CH3:6][C:7]1[CH:18]=[C:17]([N+:1]([O-:4])=[O:2])[CH:16]=[C:9]2[C:10]([O:12][C:13](=[O:15])[NH:14][C:8]=12)=[O:11] |f:0.1|. Procedure details: Potassium nitrate (1.43 g, 14.1 mmole) was added in small portions at <30° C. with external water-bath cooling to a solution of 3-methyl isatoic anhydride (2.50 g, 14.1 mmole) and concentrated sulfuric acid (8 mL). The resulting mixture was stirred at 25° C. for 1.5 hours and then was poured into approximately 200 g of ice with stirring. After the ice had melted, the solid product was isolated by filtration and washed with dilute aqueous HCl and then air-dried. The product was suspended in aceto... Starting materials: C(C)(C)(C)C1=CC(=C(C=C1)C=1N(C(C(N1)(CC)C1=CC=C(C=C1)Cl)C1=CC=C(C=C1)Cl)C(=O)Cl)OCC (rac-(4S*,5R*)-2-(4-tert-butyl-2-ethoxy-phenyl)-4,5-bis-(4-chloro-phenyl)-4-ethyl-4,5-dihydro-imidazole-1-carbonyl chloride), N1C(CNCC1)=O (2-piperazinone). The product is C(C)(C)(C)C1=CC(=C(C=C1)C=1N([C@@H]([C@](N1)(CC)C1=CC=C(C=C1)Cl)C1=CC=C(C=C1)Cl)C(=O)N1CC(NCC1)=O)OCC (rac-4-[(4S*,5R*)-2-(4-tert-Butyl-2-ethoxy-phenyl)-4,5-bis-(4-chloro-phenyl)-4-ethyl-4,5-dihydro-imidazole-1-carbonyl]-piperazin-2-one). As a reaction SMILES: [C:1]([C:5]1[CH:10]=[CH:9][C:8]([C:11]2[N:12]([C:32](Cl)=[O:33])[CH:13]([C:25]3[CH:30]=[CH:29][C:28]([Cl:31])=[CH:27][CH:26]=3)[C:14]([C:18]3[CH:23]=[CH:22][C:21]([Cl:24])=[CH:20][CH:19]=3)([CH2:16][CH3:17])[N:15]=2)=[C:7]([O:35][CH2:36][CH3:37])[CH:6]=1)([CH3:4])([CH3:3])[CH3:2].[NH:38]1[CH2:43][CH2:42][NH:41][CH2:40][C:39]1=[O:44]>>[C:1]([C:5]1[CH:10]=[CH:9][C:8]([C:11]2[N:12]([C:32]([N:41]3[CH2:42][CH2:43][NH:38][C:39](=[O:44])[CH2:40]3)=[O:33])[C@H:13]([C:25]3[CH:30]=[CH:29][C:28]([Cl:31])=[CH:27][CH:26]=3)[C@@:14]([C:18]3[CH:19]=[CH:20][C:21]([Cl:24])=[CH:22][CH:23]=3)([CH2:16][CH3:17])[N:15]=2)=[C:7]([O:35][CH2:36][CH3:37])[CH:6]=1)([CH3:4])([CH3:2])[CH3:3]. Procedure details: In a manner analogous to the method described in example 5, rac-(4S*,5R*)-2-(4-tert-butyl-2-ethoxy-phenyl)-4,5-bis-(4-chloro-phenyl)-4-ethyl-4,5-dihydro-imidazole-1-carbonyl chloride was reacted with 2-piperazinone (Avocado Organics) to give the title compound. LC-MS: 621.2 [(M+H)+] Reactants: COC(=O)c1ccc(C(=O)Nc2cc3c4c(c2)CCCC4(C)CCC3)nc1, CCO, Cl, [Na+], [OH-]. Product: CC12CCCc3cc(NC(=O)c4ccc(C(=O)O)cn4)cc(c31)CCC2. RXN SMILES: [CH3:1][C:2]12[CH2:3][CH2:4][CH2:5][c:6]3[cH:7][c:8]([NH:15][C:16](=[O:17])[c:18]4[n:19][cH:20][c:21]([C:22](=[O:23])[O:24][CH3:25])[cH:26][cH:27]4)[cH:9][c:10]([c:14]31)[CH2:11][CH2:12][CH2:13]2.[CH3:31][CH2:32][OH:33].[ClH:30].[Na+:29].[OH-:28]>>[CH3:1][C:2]12[CH2:3][CH2:4][CH2:5][c:6]3[cH:7][c:8]([NH:15][C:16](=[O:17])[c:18]4[n:19][cH:20][c:21]([C:22](=[O:23])[OH:24])[cH:26][cH:27]4)[cH:9][c:10]([c:14]31)[CH2:11][CH2:12][CH2:13]2. Reactants: O=Cc1ccc(-c2nc3cc(Cl)c(Cl)cc3[nH]2)cc1, ClCc1cscn1. Product: O=Cc1ccc(-c2nc3cc(Cl)c(Cl)cc3n2Cc2cscn2)cc1. As a reaction SMILES: [Cl:1][c:2]1[cH:3][c:4]2[c:5]([n:6][c:7](-[c:9]3[cH:10][cH:11][c:12]([CH:15]=[O:16])[cH:13][cH:14]3)[nH:8]2)[cH:17][c:18]1[Cl:19].[Cl:20][CH2:21][c:22]1[n:23][cH:24][s:25][cH:26]1>>[Cl:1][c:2]1[cH:3][c:4]2[c:5]([n:6][c:7](-[c:9]3[cH:10][cH:11][c:12]([CH:15]=[O:16])[cH:13][cH:14]3)[n:8]2[CH2:21][c:22]2[n:23][cH:24][s:25][cH:26]2)[cH:17][c:18]1[Cl:19]. The reactants are S(=O)(=O)(C(F)(F)F)OS(=O)(=O)C(F)(F)F (Triflic anhydride), OC1=C(C(=O)OC)C=CC(=C1)C (methyl 2-hydroxy-4-methylbenzoate). The solvent is N1=CC=CC=C1 (pyridine). Run at time 8 hour. Product: FC(S(=O)(=O)OC1=C(C(=O)OC)C=CC(=C1)C)(F)F (methyl 2-trifluoromethylsulfonyloxy-4-methylbenzoate). Yield: 89.3%. As a reaction SMILES: [S:1]([O:8]S(C(F)(F)F)(=O)=O)([C:4]([F:7])([F:6])[F:5])(=[O:3])=[O:2].O[C:17]1[CH:26]=[C:25]([CH3:27])[CH:24]=[CH:23][C:18]=1[C:19]([O:21][CH3:22])=[O:20]>N1C=CC=CC=1>[F:5][C:4]([F:7])([F:6])[S:1]([O:8][C:17]1[CH:26]=[C:25]([CH3:27])[CH:24]=[CH:23][C:18]=1[C:19]([O:21][CH3:22])=[O:20])(=[O:3])=[O:2]. Procedure details: Triflic anhydride (170 ml; 1.01 mol) was added to a solution of methyl 2-hydroxy-4-methylbenzoate (153 g; 0.92 mol) in pyridine (1.5 l), at 0° C., The mixture was stirred at ambient temperature overnight. After evaporation of the pyridine, the residue was acidified to pH 3.5 with 6N HCl and extracted with ether. The organic phase was evaporated and the residue purified by flash column chromatography eluting with a gradient of 0-5% ethyl acetate/petroleum ether to give methyl 2-trifluoromethylsul...